This data is from the Open Reaction Database (ORD), a public repository of structured organic reaction records. The task is: describe an organic reaction: reactants, conditions, products, and yield Starting materials: C(=O)(OC(C)(C)C)NC=1SC=CC1C1=CC=CC=C1 (2-(N-Boc-amino)-3-phenyl-thiophene), ClN1C(CCC1=O)=O (N-chlorosuccinimide). Run in ClCCl (dichloromethane), ClCCl (dichloromethane). Yields the product C(=O)(OC(C)(C)C)NC=1SC(=CC1C1=CC=CC=C1)Cl (2-(N-Boc-amino)-5-chloro-3-phenyl-thiophene). Isolated yield 66.6%. Reaction SMILES: [C:1]([NH:8][C:9]1[S:10][CH:11]=[CH:12][C:13]=1[C:14]1[CH:19]=[CH:18][CH:17]=[CH:16][CH:15]=1)([O:3][C:4]([CH3:7])([CH3:6])[CH3:5])=[O:2].[Cl:20]N1C(=O)CCC1=O>ClCCl>[C:1]([NH:8][C:9]1[S:10][C:11]([Cl:20])=[CH:12][C:13]=1[C:14]1[CH:19]=[CH:18][CH:17]=[CH:16][CH:15]=1)([O:3][C:4]([CH3:7])([CH3:6])[CH3:5])=[O:2]. Procedure: To 2-(N-Boc-amino)-3-phenyl-thiophene (89 mg, 0.32 mmol) in dichloromethane (4 ml) at 0° C. was slowly added N-chlorosuccinimide (48 mg, 0.36 mmol), and the mixture allowed warm to ambient temperature for 16 hr. The mixture was diluted with dichloromethane, washed with water, and the organic phase concentrated in vacuo. Flash chromatography on silica gel (ethyl acetate/hexanes) yielded 2-(N-Boc-amino)-5-chloro-3-phenyl-thiophene (66 mg, 66%). The reactants are CCOC(C)=O, CCO, CCCCCC, ClCCCN1CCCCC1, Cl, CCCCCCC(N)C(O)c1ccccc1. Yields the product Cl, Cl, CCCCCCC(NCCCN1CCCCC1)C(O)c1ccccc1. Reaction SMILES: [CH3:28][CH2:29][O:30][C:31](=[O:32])[CH3:33].[CH3:34][CH2:35][OH:36].[CH3:37][CH2:38][CH2:39][CH2:40][CH2:41][CH3:42].[Cl:17][CH2:18][CH2:19][CH2:20][N:21]1[CH2:22][CH2:23][CH2:24][CH2:25][CH2:26]1.[ClH:27].[NH2:1][CH:2]([CH:3]([OH:4])[c:5]1[cH:6][cH:7][cH:8][cH:9][cH:10]1)[CH2:11][CH2:12][CH2:13][CH2:14][CH2:15][CH3:16]>>[ClH:17].[ClH:27].[NH:1]([CH:2]([CH:3]([OH:4])[c:5]1[cH:6][cH:7][cH:8][cH:9][cH:10]1)[CH2:11][CH2:12][CH2:13][CH2:14][CH2:15][CH3:16])[CH2:18][CH2:19][CH2:20][N:21]1[CH2:22][CH2:23][CH2:24][CH2:25][CH2:26]1.